This data is from the Open Reaction Database (ORD), a public repository of structured organic reaction records. The task is: describe an organic reaction: reactants, conditions, products, and yield Reactants: O=C(O)CC1(C(=O)O)CCn2c(cc3ccccc32)C1, O=C([O-])[O-], CO, ClCCl, [NH4+], [NH4+]. Yields the product O=C1CC2(CCn3c(cc4ccccc43)C2)C(=O)N1. Reaction SMILES: [C:1](=[O:2])([C:4]1([CH2:17][C:18](=[O:3])[OH:20])[CH2:5][c:6]2[n:7]([c:8]3[cH:9][cH:10][cH:11][cH:12][c:13]3[cH:14]2)[CH2:15][CH2:16]1)[OH:19].[C:21](=[O:22])([O-:23])[O-:24].[CH3:27][OH:28].[Cl:29][CH2:30][Cl:31].[NH4+:25].[NH4+:26]>>[C:1]1(=[O:2])[C:4]2([CH2:5][c:6]3[n:7]([c:8]4[cH:9][cH:10][cH:11][cH:12][c:13]4[cH:14]3)[CH2:15][CH2:16]2)[CH2:17][C:18](=[O:20])[NH:25]1. Reactants: COC1=CC2=C(CC(N(CC2)CCCCl)=O)C=C1OC (1-(7,8-dimethoxy-1,3,4,5-tetrahydro-2H-3-benzazepin-2-on-3-yl)-3-chloropropane), CNC1CC2=CC=CC=C2CC1 (2-methylamino-1,2,3,4-tetrahydronaphthalene). Solvent: C(C)N(CC)CC (triethylamine). Yields the product COC1=CC2=C(CC(N(CC2)C(CC)N(C2CC3=CC=CC=C3CC2)C)=O)C=C1OC (1-[7,8-Dimethoxy-1,3,4,5-tetrahydro-2H-3-benzazepin-2-on-3-yl][N-methyl-N-(1,2,3,4-tetrahydronaphth-2-yl)-amino]-propane). RXN SMILES: [CH3:1][O:2][C:3]1[C:18]([O:19][CH3:20])=[CH:17][C:6]2[CH2:7][C:8](=[O:16])[N:9]([CH2:12][CH2:13][CH2:14]Cl)[CH2:10][CH2:11][C:5]=2[CH:4]=1.[CH3:21][NH:22][CH:23]1[CH2:32][CH2:31][C:30]2[C:25](=[CH:26][CH:27]=[CH:28][CH:29]=2)[CH2:24]1>C(N(CC)CC)C>[CH3:1][O:2][C:3]1[C:18]([O:19][CH3:20])=[CH:17][C:6]2[CH2:7][C:8](=[O:16])[N:9]([CH:12]([N:22]([CH3:21])[CH:23]3[CH2:32][CH2:31][C:30]4[C:25](=[CH:26][CH:27]=[CH:28][CH:29]=4)[CH2:24]3)[CH2:13][CH3:14])[CH2:10][CH2:11][C:5]=2[CH:4]=1. Procedure details: The title compound is prepared analogously to Example 1 by reacting 1-(7,8-dimethoxy-1,3,4,5-tetrahydro-2H-3-benzazepin-2-on-3-yl)-3-chloropropane, triethylamine and 2-methylamino-1,2,3,4-tetrahydronaphthalene. Mp: 140°-142° C. (decomp.). Reagents/catalysts: [Pd] (palladium on carbon). Starting materials: NC1=CC(=C(OC2=C3C(=NC=C2)C=C(S3)C3=CCN(CC3)C(=O)OC(C)(C)C)C=C1)F (tert-butyl 4-(7-(4-amino-2-fluorophenoxy)thieno[3,2-b]pyridin-2-yl)-5,6-dihydropyridine-1(2H)-carboxylate), [H][H] (hydrogen). RXN SMILES: [NH2:1][C:2]1[CH:30]=[CH:29][C:5]([O:6][C:7]2[CH:12]=[CH:11][N:10]=[C:9]3[CH:13]=[C:14]([C:16]4[CH2:21][CH2:20][N:19]([C:22]([O:24][C:25]([CH3:28])([CH3:27])[CH3:26])=[O:23])[CH2:18][CH:17]=4)[S:15][C:8]=23)=[C:4]([F:31])[CH:3]=1.[H][H]>[Pd].CO>[NH2:1][C:2]1[CH:30]=[CH:29][C:5]([O:6][C:7]2[CH:12]=[CH:11][N:10]=[C:9]3[CH:13]=[C:14]([CH:16]4[CH2:21][CH2:20][N:19]([C:22]([O:24][C:25]([CH3:27])([CH3:28])[CH3:26])=[O:23])[CH2:18][CH2:17]4)[S:15][C:8]=23)=[C:4]([F:31])[CH:3]=1. The solvent is CO (MeOH). Yield: 98.3%. Reported procedure: A round-bottomed flask was charged with tert-butyl 4-(7-(4-amino-2-fluorophenoxy)thieno[3,2-b]pyridin-2-yl) -5,6-dihydropyridine-1(2H)-carboxylate (Example 149, Step A, 146.3 mg, 0.3314 mmol), palladium on carbon (117.7 mg, 0.099 mmol, 10%) and MeOH (10 mL). The air was exchanged with nitrogen three times and then was exchanged with hydrogen another three times. Then the reaction mixture was stirred under hydrogen at room temperature until the starting material had been consumed (2 hours). The m... The product is NC1=CC(=C(OC2=C3C(=NC=C2)C=C(S3)C3CCN(CC3)C(=O)OC(C)(C)C)C=C1)F (tert-butyl 4-(7-(4-amino-2-fluorophenoxy)thieno[3,2-b]pyridin-2-yl)piperidine-1-carboxylate). Product: [Ag].CCCCC(CC)COC(=O)CC(C(=O)OCC(CC)CCCC)S(=O)(=O)O (Silver Docusate). The solvent is O (water). RXN SMILES: [N+]([O-])([O-])=O.[Ag+:5].[Na].[CH3:7][CH2:8][CH2:9][CH2:10][CH:11]([CH2:14][O:15][C:16]([CH2:18][CH:19]([S:31]([OH:34])(=[O:33])=[O:32])[C:20]([O:22][CH2:23][CH:24]([CH2:27][CH2:28][CH2:29][CH3:30])[CH2:25][CH3:26])=[O:21])=[O:17])[CH2:12][CH3:13].CCCCC(COC(CC(S(O)(=O)=O)C(OCC(CCCC)CC)=O)=O)CC>O>[Ag:5].[CH3:7][CH2:8][CH2:9][CH2:10][CH:11]([CH2:14][O:15][C:16]([CH2:18][CH:19]([S:31]([OH:34])(=[O:33])=[O:32])[C:20]([O:22][CH2:23][CH:24]([CH2:27][CH2:28][CH2:29][CH3:30])[CH2:25][CH3:26])=[O:21])=[O:17])[CH2:12][CH3:13] |f:0.1,2.3,6.7,^1:5|. Procedure: In a reaction vessel charged with a magnetic stirbar and protected from light, 5.0 g (29 mmol) of silver nitrate was dissolved in approximately 100 mL of deionized water. To the stirred solution was added, is small portions, 13.1 g (29 mmol) of sodium docusate. As the docusate was added, the solution became gradually gelatinous with attendant difficulties in stirring that were remedied by gently heating the solution. After addition of the final portion of sodium docusate, the warmed solution/sus... The reactants are [N+](=O)([O-])[O-].[Ag+] (silver nitrate), [Na].CCCCC(CC)COC(=O)CC(C(=O)OCC(CC)CCCC)S(=O)(=O)O (sodium docusate), [Na].CCCCC(CC)COC(=O)CC(C(=O)OCC(CC)CCCC)S(=O)(=O)O (sodium docusate), CCCCC(CC)COC(=O)CC(C(=O)OCC(CC)CCCC)S(=O)(=O)O (docusate).